From a dataset of the Open Reaction Database (ORD), a public repository of structured organic reaction records. describe an organic reaction: reactants, conditions, products, and yield Starting materials: Cl, COC(=O)C1=Cc2cc(OC)ccc2-c2c(C3CCCCC3)c3ccc(C(=O)NS(N)(=O)=O)cc3n2C1, [Na+], [OH-]. Product: COc1ccc2c(c1)C=C(C(=O)O)Cn1c-2c(C2CCCCC2)c2ccc(C(=O)NS(N)(=O)=O)cc21. Reaction SMILES: [ClH:40].[NH2:1][S:2](=[O:3])(=[O:4])[NH:5][C:6](=[O:7])[c:8]1[cH:9][cH:10][c:11]2[c:12]([CH:32]3[CH2:33][CH2:34][CH2:35][CH2:36][CH2:37]3)[c:13]3[n:14]([c:30]2[cH:31]1)[CH2:15][C:16]([C:26](=[O:27])[O:28][CH3:29])=[CH:17][c:18]1[c:19]-3[cH:20][cH:21][c:22]([O:24][CH3:25])[cH:23]1.[Na+:39].[OH-:38]>>[NH2:1][S:2](=[O:3])(=[O:4])[NH:5][C:6](=[O:7])[c:8]1[cH:9][cH:10][c:11]2[c:12]([CH:32]3[CH2:33][CH2:34][CH2:35][CH2:36][CH2:37]3)[c:13]3[n:14]([c:30]2[cH:31]1)[CH2:15][C:16]([C:26](=[O:27])[OH:28])=[CH:17][c:18]1[c:19]-3[cH:20][cH:21][c:22]([O:24][CH3:25])[cH:23]1. Reactants: CC12CCC(C3(OC4=C(C31C)C=C(C=C4)C(C#CC4=CC=C(C(=O)OC)C=C4)=O)C)C2 (methyl 4-[3-(1,2,3,4-tetrahydro-1,4a,9b-trimethyl-1,4-methanodibenzofuran-8-yl)-3-oxopropynyl]benzoate), O.[OH-].[Li+] (lithium hydroxide monohydrate). Run in O1CCCC1 (tetrahydrofuran). Yields the product CC12CCC(C3(OC4=C(C31C)C=C(C=C4)C(C#CC4=CC=C(C(=O)O)C=C4)=O)C)C2 (4-[3-(1,2,3,4-tetrahydro-1,4a,9b-trimethyl-1,4-methanodibenzofuran-8-yl)-3-oxopropynyl]benzoic acid). Reaction SMILES: [CH3:1][C:2]12[CH2:31][CH:5]([C:6]3([CH3:30])[C:10]1([CH3:11])[C:9]1[CH:12]=[C:13]([C:16](=[O:29])[C:17]#[C:18][C:19]4[CH:28]=[CH:27][C:22]([C:23]([O:25]C)=[O:24])=[CH:21][CH:20]=4)[CH:14]=[CH:15][C:8]=1[O:7]3)[CH2:4][CH2:3]2.O.[OH-].[Li+]>O1CCCC1>[CH3:1][C:2]12[CH2:31][CH:5]([C:6]3([CH3:30])[C:10]1([CH3:11])[C:9]1[CH:12]=[C:13]([C:16](=[O:29])[C:17]#[C:18][C:19]4[CH:20]=[CH:21][C:22]([C:23]([OH:25])=[O:24])=[CH:27][CH:28]=4)[CH:14]=[CH:15][C:8]=1[O:7]3)[CH2:4][CH2:3]2 |f:1.2.3|. Reported procedure: 0.66 g of methyl ester obtained in Example 10 dissolved in 10 ml of tetrahydrofuran was treated with 200 mg of lithium hydroxide monohydrate. Reactants: OC1CC(C2CCC(=C2CC1)C)=C (6-hydroxy-1-methyl-4-methylen-2,3,3a, 4,5,6,7,8-octahydroazulene), [H][H] (hydrogen). The reagents and catalysts are [Pt]=O (platinum oxide). Run in C(C)O (ethanol). The product is OC1CC(C2CCC(=C2CC1)C)C (6-hydroxy-1,4-dimethyl-2,3,3a, 4,5,6,7,8-octahydroazulene). Yield: 60.1%. Reaction SMILES: [OH:1][CH:2]1[CH2:11][CH2:10][C:9]2[CH:5]([CH2:6][CH2:7][C:8]=2[CH3:12])[C:4](=[CH2:13])[CH2:3]1.[H][H]>C(O)C.[Pt]=O>[OH:1][CH:2]1[CH2:11][CH2:10][C:9]2[CH:5]([CH2:6][CH2:7][C:8]=2[CH3:12])[CH:4]([CH3:13])[CH2:3]1. Procedure: 500 mg of platinum oxide were pre-hydrogenated in 300 ml of ethanol. After addition of 2.14 g of 6-hydroxy-1-methyl-4-methylen-2,3,3a, 4,5,6,7,8-octahydroazulene, the mixture was hydrogenated until hydrogen was no longer taken up. The reaction mixture was filtered, the filtrate evaporated and the crude product distilled under reduced pressure in a bulb-tube. There were obtained 1.3 g of pure 6-hydroxy-1,4-dimethyl-2,3,3a, 4,5,6,7,8-octahydroazulene; b.p.0.001 ca 85°; IR(film):νmax 3380, 1460, 14...